Dataset: the Open Reaction Database (ORD), a public repository of structured organic reaction records. Task: describe an organic reaction: reactants, conditions, products, and yield The reactants are C(C(C)C)N1C(NC(C=2C1=NN(C2C2=CC=NC=C2)CC2=CC=CC1=CC=CC=C21)=O)=O (7-isobutyl-2-(1-naphthylmethyl)-3-pyridin-4-yl-2H-pyrazolo[3,4-d]pyrimidine-4,6(5H,7H)-dione), Cl.ClCC=1C=NC=CC1 (3-(chloromethyl)pyridine hydrochloride), C1CCC2=NCCCN2CC1 (DBU). The product is C(C(C)C)N1C(N(C(C=2C1=NN(C2C2=CC=NC=C2)CC2=CC=CC1=CC=CC=C21)=O)CC=2C=NC=CC2)=O (7-isobutyl-2-(1-naphthylmethyl)-3-pyridin-4-yl-5-(pyridin-3-ylmethyl)-2H-pyrazolo[3,4-d]pyrimidine-4,6(5H,7H)-dione). As a reaction SMILES: [CH2:1]([N:5]1[C:10]2=[N:11][N:12]([CH2:20][C:21]3[C:30]4[C:25](=[CH:26][CH:27]=[CH:28][CH:29]=4)[CH:24]=[CH:23][CH:22]=3)[C:13]([C:14]3[CH:19]=[CH:18][N:17]=[CH:16][CH:15]=3)=[C:9]2[C:8](=[O:31])[NH:7][C:6]1=[O:32])[CH:2]([CH3:4])[CH3:3].Cl.Cl[CH2:35][C:36]1[CH:37]=[N:38][CH:39]=[CH:40][CH:41]=1.C1CCN2C(=NCCC2)CC1>>[CH2:1]([N:5]1[C:10]2=[N:11][N:12]([CH2:20][C:21]3[C:30]4[C:25](=[CH:26][CH:27]=[CH:28][CH:29]=4)[CH:24]=[CH:23][CH:22]=3)[C:13]([C:14]3[CH:15]=[CH:16][N:17]=[CH:18][CH:19]=3)=[C:9]2[C:8](=[O:31])[N:7]([CH2:35][C:36]2[CH:37]=[N:38][CH:39]=[CH:40][CH:41]=2)[C:6]1=[O:32])[CH:2]([CH3:4])[CH3:3] |f:1.2|. Reported procedure: This compound was synthesized by the reaction of 7-isobutyl-2-(1-naphthylmethyl)-3-pyridin-4-yl-2H-pyrazolo[3,4-d]pyrimidine-4,6(5H,7H)-dione and 3-(chloromethyl)pyridine hydrochloride using DBU as a base. Mass: 516.86 (M+H). Starting materials: O (water), FC=1C=CC(=C(CO)C1)O (5-fluoro-2-hydroxybenzyl alcohol), COCCl (methoxymethyl chloride), CC(C)([O-])C.[K+] (potassium t-butoxide). Solvent: C(C)(=O)OCC (ethyl acetate), CN(C(C)=O)C (N,N-dimethylacetamide). Run at time 10 minute. Product: FC=1C=CC(=C(C(O)O)C1)OCOC (5-Fluoro-2-methoxymethoxybenzal alcohol). The yield is 69.0%. Reaction SMILES: [F:1][C:2]1[CH:3]=[CH:4][C:5]([OH:10])=[C:6]([CH:9]=1)[CH2:7][OH:8].CC(C)([O-:14])C.[K+].[CH3:17][O:18][CH2:19]Cl.O>CN(C)C(=O)C.C(OCC)(=O)C>[F:1][C:2]1[CH:3]=[CH:4][C:5]([O:10][CH2:17][O:18][CH3:19])=[C:6]([CH:9]=1)[CH:7]([OH:14])[OH:8] |f:1.2|. Procedure: 4.71 g of 5-fluoro-2-hydroxybenzyl alcohol [prepared as described in step (a) above] were dissolved in 100 ml of N,N-dimethylacetamide, and then 3.72 g of potassium t-butoxide were added to the resulting solution, whilst ice-cooling. The resulting mixture was then stirred at the same temperature for 10 minutes, and then 2.74 ml of methoxymethyl chloride were added at the same temperature. The mixture was then allowed to stand until the temperature returned to room temperature, after which it was... Starting materials: O=C([O-])[O-], Cc1ccc(C(=O)Nc2ccc(F)cc2)cc1B1OC(C)(C)C(C)(C)O1, [K+], [K+], O=C1NCc2c(Cl)nc(N3CCC(N4CCCCC4)CC3)nc2N1c1c(F)cccc1F, C1COCCO1, c1ccc(P(c2ccccc2)(c2ccccc2)[Pd](P(c2ccccc2)(c2ccccc2)c2ccccc2)(P(c2ccccc2)(c2ccccc2)c2ccccc2)P(c2ccccc2)(c2ccccc2)c2ccccc2)cc1. Yields the product Cc1ccc(C(=O)Nc2ccc(F)cc2)cc1-c1nc(N2CCC(N3CCCCC3)CC2)nc2c1CNC(=O)N2c1c(F)cccc1F. Reaction SMILES: [C:33](=[O:34])([O-:35])[O-:36].[F:39][c:40]1[cH:41][cH:42][c:43]([NH:46][C:47]([c:48]2[cH:49][c:50]([B:55]3[O:56][C:57]([CH3:58])([CH3:59])[C:60]([CH3:61])([CH3:62])[O:63]3)[c:51]([CH3:54])[cH:52][cH:53]2)=[O:64])[cH:44][cH:45]1.[K+:37].[K+:38].[N:1]1([CH:7]2[CH2:8][CH2:9][N:10]([c:13]3[n:14][c:15]([Cl:32])[c:16]4[c:17]([n:18]3)[N:19]([c:24]3[c:25]([F:31])[cH:26][cH:27][cH:28][c:29]3[F:30])[C:20](=[O:23])[NH:21][CH2:22]4)[CH2:11][CH2:12]2)[CH2:2][CH2:3][CH2:4][CH2:5][CH2:6]1.[O:65]1[CH2:66][CH2:67][O:68][CH2:69][CH2:70]1.[cH:71]1[cH:72][cH:73][c:74]([P:75]([Pd:76]([P:77]([c:78]2[cH:79][cH:80][cH:81][cH:82][cH:83]2)([c:84]2[cH:85][cH:86][cH:87][cH:88][cH:89]2)[c:90]2[cH:91][cH:92][cH:93][cH:94][cH:95]2)([P:96]([c:97]2[cH:98][cH:99][cH:100][cH:101][cH:102]2)([c:103]2[cH:104][cH:105][cH:106][cH:107][cH:108]2)[c:109]2[cH:110][cH:111][cH:112][cH:113][cH:114]2)[P:115]([c:116]2[cH:117][cH:118][cH:119][cH:120][cH:121]2)([c:122]2[cH:123][cH:124][cH:125][cH:126][cH:127]2)[c:128]2[cH:129][cH:130][cH:131][cH:132][cH:133]2)([c:134]2[cH:135][cH:136][cH:137][cH:138][cH:139]2)[c:140]2[cH:141][cH:142][cH:143][cH:144][cH:145]2)[cH:146][cH:147]1>>[N:1]1([CH:7]2[CH2:8][CH2:9][N:10]([c:13]3[n:14][c:15](-[c:50]4[cH:49][c:48]([C:47]([NH:46][c:43]5[cH:42][cH:41][c:40]([F:39])[cH:45][cH:44]5)=[O:64])[cH:53][cH:52][c:51]4[CH3:54])[c:16]4[c:17]([n:18]3)[N:19]([c:24]3[c:25]([F:31])[cH:26][cH:27][cH:28][c:29]3[F:30])[C:20](=[O:23])[NH:21][CH2:22]4)[CH2:11][CH2:12]2)[CH2:2][CH2:3][CH2:4][CH2:5][CH2:6]1. Starting materials: N=C1SCCN1CC1=CC=NC=C1 (2-imino-3-(4-pyridylmethyl)thiazolidine), [N+](=O)(O)[O-] (nitric acid). Run in S(O)(O)(=O)=O (sulfuric acid). Run at time 30 minute. Product: [N+](=O)([O-])N=C1SCCN1CC1=CC=NC=C1 (2-nitroimino-3-(4-pyridylmethyl)thiazolidine). As a reaction SMILES: [NH:1]=[C:2]1[N:6]([CH2:7][C:8]2[CH:13]=[CH:12][N:11]=[CH:10][CH:9]=2)[CH2:5][CH2:4][S:3]1.[N+:14]([O-])([OH:16])=[O:15]>S(=O)(=O)(O)O>[N+:14]([N:1]=[C:2]1[N:6]([CH2:7][C:8]2[CH:9]=[CH:10][N:11]=[CH:12][CH:13]=2)[CH2:5][CH2:4][S:3]1)([O-:16])=[O:15]. Reported procedure: 5.8 g of 2-imino-3-(4-pyridylmethyl)thiazolidine was added to 20 ml of conc. sulfuric acid at -5°~0° C. 6 ml of fuming nitric acid was then added dropwise to the solution at the same temperature. After stirring for 30 minutes at 0°~5° C., the reaction mixture was poured onto crushed ice. Twice extract with dichloromethan followed by treating in the usual way yielded 1.4 g of desired 2-nitroimino-3-(4-pyridylmethyl)thiazolidine. As a reaction SMILES: [Cl:1][C:2]1[CH:7]=[CH:6][CH:5]=[C:4]([Cl:8])[C:3]=1[N:9]1[C:18]2[C:13](=[C:14]([C:21]3[CH:26]=[CH:25][C:24]([F:27])=[CH:23][C:22]=3[CH3:28])[CH:15]=[C:16]([O:19]C)[CH:17]=2)[CH2:12][CH2:11][C:10]1=[O:29].ClC1C=CC=C(Cl)C=1N1C2C(=C(C3C=CC(F)=CC=3F)C=C(O)C=2)CCC1=O>>[Cl:1][C:2]1[CH:7]=[CH:6][CH:5]=[C:4]([Cl:8])[C:3]=1[N:9]1[C:18]2[C:13](=[C:14]([C:21]3[CH:26]=[CH:25][C:24]([F:27])=[CH:23][C:22]=3[CH3:28])[CH:15]=[C:16]([OH:19])[CH:17]=2)[CH2:12][CH2:11][C:10]1=[O:29]. Yields the product ClC1=C(C(=CC=C1)Cl)N1C(CCC2=C(C=C(C=C12)O)C1=C(C=C(C=C1)F)C)=O (1-(2,6-Dichlorophenyl)-3,4-dihydro-5-(4-fluoro-2-methylphenyl)-7-hydroxy-2(1H)-quinolinone). Reactants: ClC1=C(C(=CC=C1)Cl)N1C(CCC2=C(C=C(C=C12)OC)C1=C(C=C(C=C1)F)C)=O (1-(2,6-dichlorophenyl)-3,4-dihydro-5-(4-fluoro-2-methylphenyl)-7-methoxy-2(1H)-quinolinone), ClC1=C(C(=CC=C1)Cl)N1C(CCC2=C(C=C(C=C12)OC)C1=C(C=C(C=C1)F)C)=O (1-(2,6-dichlorophenyl)-3,4-dihydro-5-(4-fluoro-2-methylphenyl)-7-methoxy-2(1H)-quinolinone), ClC1=C(C(=CC=C1)Cl)N1C(CCC2=C(C=C(C=C12)O)C1=C(C=C(C=C1)F)F)=O (1-(2,6-dichlorophenyl)-5-(2,4-difluorophenyl)-3,4-dihydro-7-hydroxy-2(1H)-quinolinone). Reported procedure: 1-(2,6-Dichlorophenyl)-3,4-dihydro-5-(4-fluoro-2-methylphenyl)-7-hydroxy-2(1H)-quinolinone was prepared from 1-(2,6-dichlorophenyl)-3,4-dihydro-5-(4-fluoro-2-methylphenyl)-7-methoxy-2(1H)-quinolinone (INTERMEDIATE 12) by a procedure analogous to that described in INTERMEDIATE 3. Mass spectrum (ESI) 416.0 (M+1). 1H NMR (500 MHz, CDCl3): δ 7.56 (m, 3H); 7.44 (m, 1H); 7.37 (m, 1H); 7.02 (m, 2H); 6.76 (s, 1H); 6.58 (d, J=10 Hz, 1H); 6.01 (s, 1H); 3.73 (s, 3H). Reactants: CCOC(=O)c1cc(-c2ccc(C(F)(F)F)cc2)[nH]n1, ClCCl, O=S(=O)(OCC(F)(F)F)C(F)(F)F, [H-], [Na+], CN(C)C=O. The product is CCOC(=O)c1cc(-c2ccc(C(F)(F)F)cc2)nn1CC(F)(F)F. As a reaction SMILES: [CH2:3]([CH3:4])[O:5][C:6](=[O:7])[c:8]1[n:9][nH:10][c:11](-[c:13]2[cH:14][cH:15][c:16]([C:19]([F:20])([F:21])[F:22])[cH:17][cH:18]2)[cH:12]1.[Cl:36][CH2:37][Cl:38].[F:23][C:24]([CH2:25][O:26][S:27]([C:28]([F:29])([F:30])[F:31])(=[O:32])=[O:33])([F:34])[F:35].[H-:1].[Na+:2].[O:39]=[CH:40][N:41]([CH3:42])[CH3:43]>>[CH2:3]([CH3:4])[O:5][C:6](=[O:7])[c:8]1[n:9]([CH2:25][C:24]([F:23])([F:34])[F:35])[n:10][c:11](-[c:13]2[cH:14][cH:15][c:16]([C:19]([F:20])([F:21])[F:22])[cH:17][cH:18]2)[cH:12]1.